Dataset: the Open Reaction Database (ORD), a public repository of structured organic reaction records. Task: describe an organic reaction: reactants, conditions, products, and yield Starting materials: ClS(=O)(=O)C1=C(SC=C1)C (chlorosulfonyl-methylthiophene), P(Cl)(Cl)(Cl)(Cl)Cl (PCl5), S1C=CC=C1 (thiophene), ClS(=O)(=O)O (chlorosulfonic acid). Product: ClS(=O)(=O)C=1SC=CC1 (2-Chlorosulfonyl-thiophene). Isolated yield 70.0%. RXN SMILES: ClS([C:5]1[CH:9]=[CH:8][S:7][C:6]=1C)(=O)=O.S1C=CC=C1.[Cl:16][S:17](O)(=[O:19])=[O:18].P(Cl)(Cl)(Cl)(Cl)Cl>>[Cl:16][S:17]([C:6]1[S:7][CH:8]=[CH:9][CH:5]=1)(=[O:19])=[O:18]. Procedure: This compound was produced as described for chlorosulfonyl-methylthiophene in J. org. Chem. 33, 1357 (1968) from thiophene, chlorosulfonic acid and PCl5. The yield was 70%. The substance was a low melting solid. The reactants are [N+](=O)([O-])C=1C=CC=C2C=C(C=NC12)O (8-nitro-quinolin-3-ol), FC(COS(=O)(=O)C)(F)F (methanesulfonic acid 2,2,2-trifluoro-ethyl ester). Yields the product [N+](=O)([O-])C=1C=CC=C2C=C(C=NC12)OCC(F)(F)F (8-Nitro-3-(2,2,2-trifluoro-ethoxy)-quinoline). The yield is 18.0%. Reaction SMILES: [N+:1]([C:4]1[CH:5]=[CH:6][CH:7]=[C:8]2[C:13]=1[N:12]=[CH:11][C:10]([OH:14])=[CH:9]2)([O-:3])=[O:2].[F:15][C:16]([F:24])([F:23])[CH2:17]OS(C)(=O)=O>>[N+:1]([C:4]1[CH:5]=[CH:6][CH:7]=[C:8]2[C:13]=1[N:12]=[CH:11][C:10]([O:14][CH2:17][C:16]([F:24])([F:23])[F:15])=[CH:9]2)([O-:3])=[O:2]. Reported procedure: In a manner analogous to that described in Example 30 a) the alkylation of the 8-nitro-quinolin-3-ol (CAS25369-37-3) with methanesulfonic acid 2,2,2-trifluoro-ethyl ester yielded the title compound as a yellow solid (yield 18%); (calculated) C11H7F3N2O3 [272.2]; (found) [M+H]+=273. Starting materials: Cl.NO (Hydroxylamine hydrochloride), C([O-])([O-])=O.[Na+].[Na+] (sodium carbonate), C(#N)C=1C=NC=CC1 (3-cyanopyridine), O (water). Run in CO (methanol). Conditions: temperature 100 celsius, time 2.5 hour. The product is ON=C(N)C=1C=NC=CC1 (N′-hydroxypyridine-3-carboximidamide). RXN SMILES: Cl.[NH2:2][OH:3].C(=O)([O-])[O-].[Na+].[Na+].[C:10]([C:12]1[CH:13]=[N:14][CH:15]=[CH:16][CH:17]=1)#[N:11].O>CO>[OH:3][N:2]=[C:10]([C:12]1[CH:13]=[N:14][CH:15]=[CH:16][CH:17]=1)[NH2:11] |f:0.1,2.3.4|. Reported procedure: Hydroxylamine hydrochloride (1.3 g) and sodium carbonate (2.0 g) were added to a mixed solution of 3-cyanopyridine in methanol (10 ml)/water (10 ml) and the mixture was stirred at 100° C. for 2.5 hours. After distilling off the solvent under reduced pressure, water was added to the residue and extracted with tetrahydrofuran, and the organic layer was washed with saturated brine. The organic layer was dried over magnesium sulfate and the solvent was distilled off under reduced pressure to obtain ... The reactants are NC1=C(C=C(C=C1)Cl)NCCCN1CCC(CC1)N1C(NC2=C1C=CC=C2)=O (1-[1-{3-[N-(2-amino-5-chlorophenyl)amino]propyl}-4-piperidinyl]-1,3-dihydro-2H-benzimidazol-2-one), Cl (hydrochloric acid), C(=O)O (formic acid). Product: ClC=1C=CC2=C(N(C=N2)CCCN2CCC(CC2)N2C(NC3=C2C=CC=C3)=O)C1 (1-{1-[3-(6-chloro-1H-benzimidazol-1-yl)propyl]-4-piperidinyl}-1,3-dihydro-2H-benzimidazol-2-one). The yield is 27.0%. As a reaction SMILES: [NH2:1][C:2]1[CH:7]=[CH:6][C:5]([Cl:8])=[CH:4][C:3]=1[NH:9][CH2:10][CH2:11][CH2:12][N:13]1[CH2:18][CH2:17][CH:16]([N:19]2[C:23]3[CH:24]=[CH:25][CH:26]=[CH:27][C:22]=3[NH:21][C:20]2=[O:28])[CH2:15][CH2:14]1.Cl.[CH:30](O)=O>>[Cl:8][C:5]1[CH:6]=[CH:7][C:2]2[N:1]=[CH:30][N:9]([CH2:10][CH2:11][CH2:12][N:13]3[CH2:14][CH2:15][CH:16]([N:19]4[C:23]5[CH:24]=[CH:25][CH:26]=[CH:27][C:22]=5[NH:21][C:20]4=[O:28])[CH2:17][CH2:18]3)[C:3]=2[CH:4]=1. Reported procedure: A mixture of 4 parts of 1-[1-{3-[N-(2-amino-5-chlorophenyl)amino]propyl}-4-piperidinyl]-1,3-dihydro-2H-benzimidazol-2-one, 6 parts of a concentrated hydrochloric acid solution and 30 parts of formic acid is stirred and refluxed overnight. The reaction mixture is evaporated and water is added to the residue. The whole is alkalized with a diluted ammonium hydroxide solution and the product is extracted with trichloromethane. The extract is dried, filtered and evaporated. The residue is crystallize... Starting materials: C(#N)COC(C1=NC=C(C=C1)C(C1=CC=CC=C1)(C1=CC=CC=C1)C1=CC=CC=C1)=O (cyanomethyl-5-(triphenylmethyl)-picolinate), C(C)NCC (diethylamine). Solvent: O (water). Yields the product C(C)N(C(C1=NC=C(C=C1)C(C1=CC=CC=C1)(C1=CC=CC=C1)C1=CC=CC=C1)=O)CC (N,N-Diethyl-5-(Triphenylmethyl)-Picolinamide). As a reaction SMILES: C(CO[C:5](=[O:31])[C:6]1[CH:11]=[CH:10][C:9]([C:12]([C:25]2[CH:30]=[CH:29][CH:28]=[CH:27][CH:26]=2)([C:19]2[CH:24]=[CH:23][CH:22]=[CH:21][CH:20]=2)[C:13]2[CH:18]=[CH:17][CH:16]=[CH:15][CH:14]=2)=[CH:8][N:7]=1)#N.[CH2:32]([NH:34][CH2:35][CH3:36])[CH3:33]>O>[CH2:32]([N:34]([CH2:35][CH3:36])[C:5](=[O:31])[C:6]1[CH:11]=[CH:10][C:9]([C:12]([C:19]2[CH:24]=[CH:23][CH:22]=[CH:21][CH:20]=2)([C:13]2[CH:14]=[CH:15][CH:16]=[CH:17][CH:18]=2)[C:25]2[CH:26]=[CH:27][CH:28]=[CH:29][CH:30]=2)=[CH:8][N:7]=1)[CH3:33]. Procedure: Heat at reflux for 6 hours a mixture of 0.1 mole of cyanomethyl-5-(triphenylmethyl)-picolinate and 0.5 moles of diethylamine. Cool the reaction mixture, pour into water and extract with chloroform. Dry the chloroform layer over anhydrous sodium sulfate and evaporate to obtain thereby the product of this example.